This data is from the Open Reaction Database (ORD), a public repository of structured organic reaction records. The task is: describe an organic reaction: reactants, conditions, products, and yield The reactants are C(C)OC(=O)C1(CC1)C1=CC=C(C=C1)C1=CC=C(C=C1)C1=C(C(=NO1)C)C=O (1-[4′-(4-formyl-3-methyl-isoxazol-5-yl)-biphenyl-4-yl]-cyclopropanecarboxylic acid ethyl ester), BrC1=NC(=CC=C1)C1=CC=CC=C1 (2-bromo-6-phenyl-pyridine). The product is C(C)OC(=O)C1(CC1)C1=CC=C(C=C1)C1=CC=C(C=C1)C1=C(C(=NO1)C)C(C1=NC(=CC=C1)C1=CC=CC=C1)O (1-(4′-{4-[Hydroxy-(6-phenyl-pyridin-2-yl)-methyl]-3-methyl-isoxazol-5-yl}-biphenyl-4-yl)-cyclopropanecarboxylic acid ethyl ester). As a reaction SMILES: [CH2:1]([O:3][C:4]([C:6]1([C:9]2[CH:14]=[CH:13][C:12]([C:15]3[CH:20]=[CH:19][C:18]([C:21]4[O:25][N:24]=[C:23]([CH3:26])[C:22]=4[CH:27]=[O:28])=[CH:17][CH:16]=3)=[CH:11][CH:10]=2)[CH2:8][CH2:7]1)=[O:5])[CH3:2].Br[C:30]1[CH:35]=[CH:34][CH:33]=[C:32]([C:36]2[CH:41]=[CH:40][CH:39]=[CH:38][CH:37]=2)[N:31]=1>>[CH2:1]([O:3][C:4]([C:6]1([C:9]2[CH:10]=[CH:11][C:12]([C:15]3[CH:20]=[CH:19][C:18]([C:21]4[O:25][N:24]=[C:23]([CH3:26])[C:22]=4[CH:27]([OH:28])[C:30]4[CH:35]=[CH:34][CH:33]=[C:32]([C:36]5[CH:37]=[CH:38][CH:39]=[CH:40][CH:41]=5)[N:31]=4)=[CH:17][CH:16]=3)=[CH:13][CH:14]=2)[CH2:8][CH2:7]1)=[O:5])[CH3:2]. Procedure details: Prepared according to the procedure described in Example 58, Step 3, using 1-[4′-(4-formyl-3-methyl-isoxazol-5-yl)-biphenyl-4-yl]-cyclopropanecarboxylic acid ethyl ester and 2-bromo-6-phenyl-pyridine. The reactants are CN(C)C(OC(C)(C)C)OC(C)(C)C, CC(=O)c1c(-c2ccc(F)cc2)nn2c(NC3CCCC3)nccc12. Yields the product CN(C)C=CC(=O)c1c(-c2ccc(F)cc2)nn2c(NC3CCCC3)nccc12. As a reaction SMILES: [C:26]([O:27][CH:31]([O:28][C:29]([CH3:30])([CH3:35])[CH3:36])[N:32]([CH3:33])[CH3:34])([CH3:37])([CH3:38])[CH3:39].[CH:1]1([NH:6][c:7]2[n:8][cH:9][cH:10][c:11]3[n:12]2[n:13][c:14](-[c:19]2[cH:20][cH:21][c:22]([F:25])[cH:23][cH:24]2)[c:15]3[C:16]([CH3:17])=[O:18])[CH2:2][CH2:3][CH2:4][CH2:5]1>>[CH:1]1([NH:6][c:7]2[n:8][cH:9][cH:10][c:11]3[n:12]2[n:13][c:14](-[c:19]2[cH:20][cH:21][c:22]([F:25])[cH:23][cH:24]2)[c:15]3[C:16]([CH:17]=[CH:31][N:32]([CH3:33])[CH3:34])=[O:18])[CH2:2][CH2:3][CH2:4][CH2:5]1. The reactants are [OH-].[K+] (potassium hydroxide), C(C)N1C(=NN(C1=O)C1=CC=C(C=C1)SC=1C=C(C=CC1)C1(CCOCC1)C#N)C (4-(3-{[4-(4-ethyl-3-methyl-5-oxo-4,5-dihydro-1H-1,2,4-triazol-1-yl)phenyl]thio}phenyl)tetrahydro-2H-pyran-4-carbonitrile). Solvent: C(C)(C)O (isopropyl alcohol), CO (methanol). Run at temperature 95 celsius. Product: C(C)N1C(=NN(C1=O)C1=CC=C(C=C1)SC=1C=C(C=CC1)C1(CCOCC1)C(=O)N)C (4-(3-{[4-(4-ethyl-3-methyl-5-oxo-4,5-dihydro-1H-1,2,4-triazol-1-yl)phenyl]thio}phenyl)tetrahydro-2H-pyran-4-carboxamide). As a reaction SMILES: [OH-:1].[K+].[CH2:3]([N:5]1[C:9](=[O:10])[N:8]([C:11]2[CH:16]=[CH:15][C:14]([S:17][C:18]3[CH:19]=[C:20]([C:24]4([C:30]#[N:31])[CH2:29][CH2:28][O:27][CH2:26][CH2:25]4)[CH:21]=[CH:22][CH:23]=3)=[CH:13][CH:12]=2)[N:7]=[C:6]1[CH3:32])[CH3:4]>C(O)(C)C.CO>[CH2:3]([N:5]1[C:9](=[O:10])[N:8]([C:11]2[CH:16]=[CH:15][C:14]([S:17][C:18]3[CH:19]=[C:20]([C:24]4([C:30]([NH2:31])=[O:1])[CH2:29][CH2:28][O:27][CH2:26][CH2:25]4)[CH:21]=[CH:22][CH:23]=3)=[CH:13][CH:12]=2)[N:7]=[C:6]1[CH3:32])[CH3:4] |f:0.1|. Procedure: Solid potassium hydroxide (0.035 g, 0.6333 mmol) was added to a solution of 4-(3-{[4-(4-ethyl-3-methyl-5-oxo-4,5-dihydro-1H-1,2,4-triazol-1-yl)phenyl]thio}phenyl)tetrahydro-2H-pyran-4-carbonitrile (0.070 g, 0.166 mmol) (example 9) in isopropyl alcohol and methanol mixture (3 mL). The reaction mixture was heated at about 90-100° C. for about 12-15 hours. The solvent was evaporated under vacuum and water was added. A white solid separated out, which was filtered and dried under vacuum to afford th... Starting materials: C[S-].[Na+] (sodium methanethiolate), [N+](=O)([O-])C1=C(C=CC=C1Cl)C(CBr)=O (2'-nitro-3'-chloro-2-bromoacetophenone). Solvent: CO (methanol). Product: [N+](=O)([O-])C1=C(C=CC=C1Cl)C(CSC)=O (2'-nitro-3'-chloro-2-(methylthio)acetophenone). The yield is 36.3%. As a reaction SMILES: [CH3:1][S-:2].[Na+].[N+:4]([C:7]1[C:12]([Cl:13])=[CH:11][CH:10]=[CH:9][C:8]=1[C:14](=[O:17])[CH2:15]Br)([O-:6])=[O:5]>CO>[N+:4]([C:7]1[C:12]([Cl:13])=[CH:11][CH:10]=[CH:9][C:8]=1[C:14](=[O:17])[CH2:15][S:2][CH3:1])([O-:6])=[O:5] |f:0.1|. Procedure: 1.5 g (0.0061 mol) of 2'-nitro-3'-chloro-2-(methylthio)acetophenone are prepared by addition at 0° C. of 1.3 g (0.018 mol) of sodium methanethiolate in solution in 10 ml of methanol to 4.7 g (0.0168 mol) of 2'-nitro-3'-chloro-2-bromoacetophenone obtained above. The product is BrC1=CC=C(C=C1)[C@H]1[C@@H](C1)C(=O)O (Trans-2-(4-bromophenyl)cyclopropanecarboxylic acid). Reaction SMILES: [Br:1][C:2]1[CH:7]=[CH:6][C:5]([C@@H:8]2[CH2:10][C@H:9]2NS(C(C)C)(=O)=O)=[CH:4][CH:3]=1.[OH-:18].[Na+].C[CH2:21][OH:22]>>[Br:1][C:2]1[CH:3]=[CH:4][C:5]([C@@H:8]2[CH2:10][C@H:9]2[C:21]([OH:22])=[O:18])=[CH:6][CH:7]=1 |f:1.2|. Reported procedure: To a solution of racemic trans-ethyl 2-(4-bromophenyl)cyclopropanecarboxylate (Intermediate 2) (4.97 g, 18.47 mmol) in 76.72 mL of EtOH was added dropwise 49.08 mL of 2N NaOH and the mixture was stirred at room temperature for 1 h. The solution was then concentrated in vacuo, 20 mL of water were added and the aqueous phase washed with 2×20 mL Et2O. The aqueous phase was then acidified with 2M HCl to pH 3 (approx.) and extracted with 3×100 mL Et2O. The collected organic phases were dried over Na2... Conditions: time 1 hour. The reactants are BrC1=CC=C(C=C1)[C@H]1[C@@H](C1)NS(=O)(=O)C(C)C (Trans-N-[2-(4-bromophenyl)cyclopropyl]-2-propanesulfonamide), BrC1=CC=C(C=C1)[C@H]1[C@@H](C1)NS(=O)(=O)C(C)C (Trans-N-[2-(4-bromophenyl)cyclopropyl]-2-propanesulfonamide), [OH-].[Na+] (NaOH), CCO (EtOH). The reactants are ClC1=NC=C(C=C1Cl)C(F)(F)F (2,3-Dichloro-5-trifluoromethyl pyridine), S(O)(O)(=O)=O (sulfuric acid), C1=CC(=CC(=C1)O)O (resorcine), [N+](=O)(O)[O-] (nitric acid). The product is OC=1C=C(OC2=NC=C(C=C2Cl)C(F)(F)F)C=CC1[N+](=O)[O-] (2-(3-hydroxy-4-nitrophenoxy)-3-chloro-5-trifluoromethyl pyridine). RXN SMILES: Cl[C:2]1[C:7]([Cl:8])=[CH:6][C:5]([C:9]([F:12])([F:11])[F:10])=[CH:4][N:3]=1.[CH:13]1[CH:18]=[C:17]([OH:19])[CH:16]=[C:15]([OH:20])[CH:14]=1.[N+:21]([O-])([OH:23])=[O:22].S(=O)(=O)(O)O>>[OH:19][C:17]1[CH:16]=[C:15]([CH:14]=[CH:13][C:18]=1[N+:21]([O-:23])=[O:22])[O:20][C:2]1[C:7]([Cl:8])=[CH:6][C:5]([C:9]([F:12])([F:11])[F:10])=[CH:4][N:3]=1. Procedure: 2,3-Dichloro-5-trifluoromethyl pyridine was condensed with resorcine and the product was nitrated with a mixed acid of nitric acid and sulfuric acid to obtain 2-(3-hydroxy-4-nitrophenoxy)-3-chloro-5-trifluoromethyl pyridine. In 10 ml of methyl ethyl ketone, 1.67 g of the resulting product and 1.09 g of ethyl 2-bromopropionate were dissolved and then, 1.38 g of anhydrous potassium carbonate was admixed. The mixture was refluxed with stirring for 4 hours. After the reaction, a small amount of wate...